This data is from the Open Reaction Database (ORD), a public repository of structured organic reaction records. The task is: describe an organic reaction: reactants, conditions, products, and yield Starting materials: C(C)OC(CN1CCC(CC1)NC(=O)C=1C(=CC=CC1)C1=CC=C(C=C1)C(F)(F)F)=O ([4-(4′-trifluoromethylbiphenyl-2-carbonylamino)piperidin-1-yl]acetic acid ethyl ester), [OH-].[Li+] (lithium hydroxide). Solvent: O1C(CCC1)CO (tetrahydrofuran-methanol). Run at time 6 hour. Product: FC(C1=CC=C(C=C1)C=1C(=CC=CC1)C(=O)NC1CCN(CC1)CC(=O)O)(F)F ([4-(4′-Trifluoromethylbiphenyl-2-carbonyl-amino)piperidin-1-yl]acetic acid). Yield: 73.8%. As a reaction SMILES: C([O:3][C:4](=[O:31])[CH2:5][N:6]1[CH2:11][CH2:10][CH:9]([NH:12][C:13]([C:15]2[C:16]([C:21]3[CH:26]=[CH:25][C:24]([C:27]([F:30])([F:29])[F:28])=[CH:23][CH:22]=3)=[CH:17][CH:18]=[CH:19][CH:20]=2)=[O:14])[CH2:8][CH2:7]1)C.[OH-].[Li+]>O1CCCC1CO>[F:30][C:27]([F:28])([F:29])[C:24]1[CH:25]=[CH:26][C:21]([C:16]2[C:15]([C:13]([NH:12][CH:9]3[CH2:8][CH2:7][N:6]([CH2:5][C:4]([OH:31])=[O:3])[CH2:11][CH2:10]3)=[O:14])=[CH:20][CH:19]=[CH:18][CH:17]=2)=[CH:22][CH:23]=1 |f:1.2|. Procedure details: To a solution of [4-(4′-trifluoromethylbiphenyl-2-carbonylamino)piperidin-1-yl]acetic acid ethyl ester (595 mg) obtained in Example 8c) in tetrahydrofuran-methanol (1:2; 10.2 mL) was added 1M aqueous lithium hydroxide (6.8 mL), and the mixture was stirred at room temperature for 6 hours. The reaction solution was concentrated in vacuo and 2N hydrochloric acid was added to the residue to adjust the pH to about 3, thereby crystals were precipitated. The crystals were collected by filtration, washe... Reactants: C(=O)([O-])[O-].[K+].[K+] (K2CO3), N1CCOCC1 (Morpholine), ClC(C(=O)Cl)(Cl)Cl (trichloroacetyl chloride). Solvent: CCOC(=O)C (EtOAc), CCOC(=O)C (EtOAc). Reaction conditions: time 20 minute. The product is ClC(C(=O)N1CCOCC1)(Cl)Cl (trichloroacetylmorpholine). RXN SMILES: [NH:1]1[CH2:6][CH2:5][O:4][CH2:3][CH2:2]1.C([O-])([O-])=O.[K+].[K+].[Cl:13][C:14]([Cl:19])([Cl:18])[C:15](Cl)=[O:16]>CCOC(C)=O>[Cl:13][C:14]([Cl:19])([Cl:18])[C:15]([N:1]1[CH2:6][CH2:5][O:4][CH2:3][CH2:2]1)=[O:16] |f:1.2.3|. Reported procedure: Morpholine (4.0 mL, 45 mmol) is dissolved in EtOAc (50 mL) and saturated K2CO3 (40 mL) added. The mixture is cooled in an ice bath and trichloroacetyl chloride (5.0 mL, 45 mmol) added drop-wise. The reaction is stirred for 20 min then diluted with EtOAc (200 mL) and washed with aq. K2CO3 (20 mL), water (2×50 mL) and brine (30 mL). The organic layer is dried over MgSO4. Rotary evaporation gives trichloroacetylmorpholine. Reactants: Cc1cc(C)c(CNC(=O)c2cc(Br)cc3c2ccn3C(C)C)c(=O)[nH]1, CCO, C1CCOC1. Product: Cc1cc(C)c(CNC(=O)c2cccc3c2ccn3C(C)C)c(=O)[nH]1. As a reaction SMILES: [Br:4][c:5]1[cH:6][c:7]([C:17](=[O:18])[NH:19][CH2:20][c:21]2[c:22](=[O:29])[nH:23][c:24]([CH3:28])[cH:25][c:26]2[CH3:27])[c:8]2[cH:9][cH:10][n:11]([CH:14]([CH3:15])[CH3:16])[c:12]2[cH:13]1.[CH3:1][CH2:2][OH:3].[O:30]1[CH2:31][CH2:32][CH2:33][CH2:34]1>>[cH:5]1[cH:6][c:7]([C:17](=[O:18])[NH:19][CH2:20][c:21]2[c:22](=[O:29])[nH:23][c:24]([CH3:28])[cH:25][c:26]2[CH3:27])[c:8]2[cH:9][cH:10][n:11]([CH:14]([CH3:15])[CH3:16])[c:12]2[cH:13]1.